This data is from the Open Reaction Database (ORD), a public repository of structured organic reaction records. The task is: describe an organic reaction: reactants, conditions, products, and yield As a reaction SMILES: Br[CH2:2][C:3]1[CH:4]=[CH:5][C:6]([C:9]2[CH:14]=[CH:13][CH:12]=[CH:11][CH:10]=2)=[N:7][CH:8]=1.[CH3:15][C:16]1[CH:17]=[C:18](B(O)O)[CH:19]=[N:20][CH:21]=1>>[CH3:15][C:16]1[CH:17]=[C:18]([CH2:2][C:3]2[CH:4]=[CH:5][C:6]([C:9]3[CH:14]=[CH:13][CH:12]=[CH:11][CH:10]=3)=[N:7][CH:8]=2)[CH:19]=[N:20][CH:21]=1. The product is CC=1C=C(C=NC1)CC=1C=CC(=NC1)C1=CC=CC=C1 (5-((5-Methylpyridin-3-yl)methyl)-2-phenylpyridine). Procedure details: Synthesized using compound 61a (70 mg, 0.28 mmol) and 5-methylpyridine-3-boronic acid (58 mg, 0.42 mmol) according to Method C. Crude product was purified by flash chromatography on silica-gel ethyl acetate as eluent. After flash chromatography the product was solved in ethyl acetate and a few drops of conc. HCl and water were added. After stirring for 30 minutes the phases were separated and water phase was neutralized with aqueous Na2CO3-solution (2M). After extraction with ethyl acetate and d... The reactants are BrCC=1C=CC(=NC1)C1=CC=CC=C1 (5-(Bromomethyl)-2-phenylpyridine), CC=1C=C(C=NC1)B(O)O (5-methylpyridine-3-boronic acid). Conditions: time 30 minute. Reactants: COC=1C=C(C=C(C1OC)[N+](=O)[O-])C(N[C@@H](C)C1=CC=CC=C1)C1=CC=C(C=C1)F (N-[(3,4-dimethoxy-5-nitrophenyl)-(4-fluorophenyl)methyl]-N-[(S)-1-phenylethyl]amine), [BH4-].[Na+] (sodium borohydride). Reagents/catalysts: O.O.O.O.O.O.[Ni](Cl)Cl (nickel chloride hexahydrate). Product: COC1=C(C=C(C=C1OC)C(N[C@@H](C)C1=CC=CC=C1)C1=CC=C(C=C1)F)N (2,3-Dimethoxy-5-{(4-fluorophenyl)-[(S)-1-phenylethylamino]methyl}phenylamine). RXN SMILES: [CH3:1][O:2][C:3]1[CH:4]=[C:5]([CH:14]([C:24]2[CH:29]=[CH:28][C:27]([F:30])=[CH:26][CH:25]=2)[NH:15][C@H:16]([C:18]2[CH:23]=[CH:22][CH:21]=[CH:20][CH:19]=2)[CH3:17])[CH:6]=[C:7]([N+:11]([O-])=O)[C:8]=1[O:9][CH3:10].[BH4-].[Na+]>O.O.O.O.O.O.[Ni](Cl)Cl>[CH3:10][O:9][C:8]1[C:3]([O:2][CH3:1])=[CH:4][C:5]([CH:14]([C:24]2[CH:25]=[CH:26][C:27]([F:30])=[CH:28][CH:29]=2)[NH:15][C@H:16]([C:18]2[CH:23]=[CH:22][CH:21]=[CH:20][CH:19]=2)[CH3:17])=[CH:6][C:7]=1[NH2:11] |f:1.2,3.4.5.6.7.8.9|. Procedure details: In a similar manner to that described in Example (15b), N-[(3,4-dimethoxy-5-nitrophenyl)-(4-fluorophenyl)methyl]-N-[(S)-1-phenylethyl]amine (2.73 g) [prepared as described in step (a) above], nickel chloride hexahydrate (3.19 g) and sodium borohydride (1.01 g) were reacted, and the reaction mixture was purified, to afford isomer A (895 mg) as a yellow oil and isomer B (319 mg) as a pale yellow oil of the title compound. The reactants are ClC=1C=2C3(C=4N(C2C=CC1)CCCN4)OCCO3 (9'-Chloro-2',3',4',10'-tetrahydrospiro[1,3-dioxolane-2,10'-pyrimido(1,2-a)indole]), N (ammonia), S(O)(O)(=O)=O (sulphuric acid), ice. Solvent: C(Cl)(Cl)Cl (chloroform). Yields the product ClC=1C=2C(C=3N(C2C=CC1)CCCN3)=O (9-chloro-3,4-dihydropyrimido[1,2-a]indol-10(2H)-one). Yield: 57.6%. Reaction SMILES: [Cl:1][C:2]1[C:3]2[C:4]3(OCC[O:15]3)[C:5]3[N:6]([CH2:11][CH2:12][CH2:13][N:14]=3)[C:7]=2[CH:8]=[CH:9][CH:10]=1.S(=O)(=O)(O)O.N>C(Cl)(Cl)Cl>[Cl:1][C:2]1[C:3]2[C:4](=[O:15])[C:5]3[N:6]([CH2:11][CH2:12][CH2:13][N:14]=3)[C:7]=2[CH:8]=[CH:9][CH:10]=1. Reported procedure: 9'-Chloro-2',3',4',10'-tetrahydrospiro[1,3-dioxolane-2,10'-pyrimido(1,2-a)indole] (6.58 g) was added to cooled 98% sulphuric acid (35 ml) with stirring until complete solution was achieved (approx. 2 hours). The solution was poured on to ice (400 ml) and basified to pH9 with conc. ammonia solution. The resulting suspension of the product was stirred with chloroform (100 ml), and after separation, the aqueous phase was exhaustively extracted with further chloroform. Evaporation of the combined, d... The reactants are COC(C(C(=O)OC)=C1SC=CS1)=O ((1,3-Dithiol-2-ylidene)malonic acid dimethyl ester), [OH-].[K+].CO (KOH methanol). Run in CO (methanol). Yields the product COC(C(C(=O)O)=C1SC=CS1)=O ((1,3-dithiol-2-ylidene)malonic acid mono-methyl ester). Yield: 89.9%. RXN SMILES: [CH3:1][O:2][C:3](=[O:14])[C:4](=[C:9]1[S:13][CH:12]=[CH:11][S:10]1)[C:5]([O:7]C)=[O:6].[OH-].[K+].CO>CO>[CH3:1][O:2][C:3](=[O:14])[C:4](=[C:9]1[S:13][CH:12]=[CH:11][S:10]1)[C:5]([OH:7])=[O:6] |f:1.2.3|. Reported procedure: (1,3-Dithiol-2-ylidene)malonic acid dimethyl ester (232 mg) prepared according to the procedure described in JP-76.48666, was suspended in methanol (0.1 ml) and 1N KOH/methanol (3.0 ml) was added. The reaction mixture was refluxed for 1 h and then concentrated under reduced pressure. The residue was dissolved in water and the pH of the solution was adjusted to 2 with 1N HCl. The resulting precipitate was collected by filtration, washed with water, and dried in vacuo to give the title compound (1...